From a dataset of the Open Reaction Database (ORD), a public repository of structured organic reaction records. describe an organic reaction: reactants, conditions, products, and yield The reactants are O1CCN(CC1)C1=CC=C(C=O)C=C1 (4-Morpholinobenzaldehyde), NCC1=CC=C(C#N)C=C1 (4-aminomethyl benzonitrile), CO.O1CCOCC1 (methanol dioxane). Yields the product C(#N)C1=CC=C(CNC(C(C2=CC=C(C=C2)N2CCOCC2)OC)=O)C=C1 ((RS)-N-(4-cyano-benzyl)-2-methoxy-2-(4-morpholin-4-yl-phenyl)-acetamide). Reaction SMILES: [O:1]1[CH2:6][CH2:5][N:4]([C:7]2[CH:14]=[CH:13][C:10](C=O)=[CH:9][CH:8]=2)[CH2:3][CH2:2]1.[NH2:15][CH2:16][C:17]1[CH:24]=[CH:23][C:20]([C:21]#[N:22])=[CH:19][CH:18]=1.CO.[O:27]1[CH2:32][CH2:31][O:30][CH2:29]C1>>[C:21]([C:20]1[CH:23]=[CH:24][C:17]([CH2:16][NH:15][C:32](=[O:27])[CH:31]([O:30][CH3:29])[C:10]2[CH:9]=[CH:8][C:7]([N:4]3[CH2:3][CH2:2][O:1][CH2:6][CH2:5]3)=[CH:14][CH:13]=2)=[CH:18][CH:19]=1)#[N:22] |f:2.3|. Procedure details: 4-Morpholinobenzaldehyde was reacted according to general procedure A using methanol/dioxane as a solvent. The product of this reaction was subsequently coupled with 4-aminomethyl benzonitrile according to general procedure B to give (RS)-N-(4-cyano-benzyl)-2-methoxy-2-(4-morpholin-4-yl-phenyl)-acetamide. Orange oil. MS 366.2 ([M+H]+) Reactants: CC(C)(C)OC(=O)NCCC=O, CC(=O)O[BH-](OC(C)=O)OC(C)=O, O=C([O-])O, CCN(C(C)C)C(C)C, ClCCl, Cl, COC1Cc2ccc(C(N)=O)cc2C(C)(C)C1N, [Na+], [Na+]. Product: COC1Cc2ccc(C(N)=O)cc2C(C)(C)C1NCCCNC(=O)OC(C)(C)C. As a reaction SMILES: [C:20]([CH3:21])([CH3:22])([CH3:23])[O:24][C:25]([NH:26][CH2:27][CH2:28][CH:29]=[O:30])=[O:31].[C:41]([O:42][BH-:43]([O:44][C:45](=[O:46])[CH3:47])[O:48][C:49](=[O:50])[CH3:51])(=[O:52])[CH3:53].[C:55](=[O:56])([OH:57])[O-:58].[CH:32]([N:33]([CH2:34][CH3:35])[CH:36]([CH3:37])[CH3:38])([CH3:39])[CH3:40].[Cl:60][CH2:61][Cl:62].[ClH:1].[NH2:2][CH:3]1[CH:4]([O:18][CH3:19])[CH2:5][c:6]2[cH:7][cH:8][c:9]([C:15](=[O:16])[NH2:17])[cH:10][c:11]2[C:12]1([CH3:13])[CH3:14].[Na+:54].[Na+:59]>>[NH:2]([CH:3]1[CH:4]([O:18][CH3:19])[CH2:5][c:6]2[cH:7][cH:8][c:9]([C:15](=[O:16])[NH2:17])[cH:10][c:11]2[C:12]1([CH3:13])[CH3:14])[CH2:29][CH2:28][CH2:27][NH:26][C:25]([O:24][C:20]([CH3:21])([CH3:22])[CH3:23])=[O:31].